This data is from the Open Reaction Database (ORD), a public repository of structured organic reaction records. The task is: describe an organic reaction: reactants, conditions, products, and yield Starting materials: CCOCC, CSc1scc[s+]1, CC(C)=O, [O-][Cl+3]([O-])([O-])[O-], C1CCCNCC1. Yields the product [O-][Cl+3]([O-])([O-])[O-], c1csc(=[N+]2CCCCCC2)s1. RXN SMILES: [CH2:20]([O:21][CH2:22][CH3:23])[CH3:24].[CH3:13][S:14][c:15]1[s+:16][cH:17][cH:18][s:19]1.[CH3:25][C:26]([CH3:27])=[O:28].[Cl+3:8]([O-:9])([O-:10])([O-:11])[O-:12].[NH:1]1[CH2:2][CH2:3][CH2:4][CH2:5][CH2:6][CH2:7]1>>[Cl+3:8]([O-:9])([O-:10])([O-:11])[O-:12].[N+:1]1(=[c:15]2[s:16][cH:17][cH:18][s:19]2)[CH2:2][CH2:3][CH2:4][CH2:5][CH2:6][CH2:7]1. The reactants are ClC1=CC=C(C=C1)N1C(O[C@H]([C@@H]1C1=CC(=CC=C1)O)CN1N=C(N=N1)C=1C=NC=CC1)=O ((4S,5S)-3-(4-chlorophenyl)-4-(3-hydroxyphenyl)-5-((5-(pyridin-3-yl)-2H-tetrazol-2-yl)-methyl)oxazolidin-2-one), C([O-])([O-])=O.[K+].[K+] (Potassium carbonate), IC(C)C (2-iodopropane). Solvent: CN(C)C=O (DMF). Run at temperature 50 celsius. The product is ClC1=CC=C(C=C1)N1C(O[C@H]([C@@H]1C1=CC(=CC=C1)OC(C)C)CN1N=C(N=N1)C=1C=NC(=CC1)C)=O ((4S,5S)-3-(4-chlorophenyl)-4-(3-isopropoxyphenyl)-5-((5-(6-methylpyridin-3-yl)-2H-tetrazol-2-yl)methyl)oxazolidin-2-one), EtOAc hexanes. Yield: 30.0%. RXN SMILES: [Cl:1][C:2]1[CH:7]=[CH:6][C:5]([N:8]2[C@@H:12]([C:13]3[CH:18]=[CH:17][CH:16]=[C:15]([OH:19])[CH:14]=3)[C@H:11]([CH2:20][N:21]3[N:25]=[N:24][C:23]([C:26]4[CH:27]=[N:28][CH:29]=[CH:30][CH:31]=4)=[N:22]3)[O:10][C:9]2=[O:32])=[CH:4][CH:3]=1.[C:33](=O)([O-])[O-].[K+].[K+].I[CH:40]([CH3:42])[CH3:41]>CN(C=O)C>[Cl:1][C:2]1[CH:7]=[CH:6][C:5]([N:8]2[C@@H:12]([C:13]3[CH:18]=[CH:17][CH:16]=[C:15]([O:19][CH:40]([CH3:42])[CH3:41])[CH:14]=3)[C@H:11]([CH2:20][N:21]3[N:25]=[N:24][C:23]([C:26]4[CH:27]=[N:28][C:29]([CH3:33])=[CH:30][CH:31]=4)=[N:22]3)[O:10][C:9]2=[O:32])=[CH:4][CH:3]=1 |f:1.2.3|. Procedure details: A small reaction tube fitted with screw cap containing a septa is charged with (4S,5S)-3-(4-chlorophenyl)-4-(3-hydroxyphenyl)-5-((5-(pyridin-3-yl)-2H-tetrazol-2-yl)-methyl)oxazolidin-2-one (25 mg, 0.055 mmol) and DMF (0.5 mL). Potassium carbonate (25 mg, 0.18 mmol) and 2-iodopropane (18 μL, 0.18 mmol) are then added and the vessel is heated to 50° C. for 4 h, then cooled to room temperature. The reaction is quenched with water, and extracted with EtOAc, dried over MgSO4, filtered and concentrate... Reaction SMILES: [CH3:1][O:2][c:3]1[c:4]([NH:9][C:10](=[O:11])[c:12]2[cH:13][c:14]([S:18](=[O:19])(=[O:20])[N:21]3[CH2:22][CH:23]([C:27](=[O:28])[OH:29])[CH2:24][CH2:25][CH2:26]3)[cH:15][cH:16][cH:17]2)[n:5][cH:6][cH:7][cH:8]1.[CH3:53][N:54]([CH3:55])[CH2:56][CH2:57][CH2:58][N:59]=[C:60]=[N:61][CH2:62][CH3:63].[CH:30]([N:33]([CH2:31][CH3:32])[CH:34]([CH3:35])[CH3:36])([CH3:37])[CH3:38].[Cl-:39].[ClH:52].[NH4+:40].[O:64]=[CH:65][N:66]([CH3:67])[CH3:68].[OH2:41].[OH2:69].[OH:42][n:43]1[c:44]2[cH:45][cH:46][cH:47][cH:48][c:49]2[n:50][n:51]1>>[CH3:1][O:2][c:3]1[c:4]([NH:9][C:10](=[O:11])[c:12]2[cH:13][c:14]([S:18](=[O:19])(=[O:20])[N:21]3[CH2:22][CH:23]([C:27](=[O:28])[NH2:33])[CH2:24][CH2:25][CH2:26]3)[cH:15][cH:16][cH:17]2)[n:5][cH:6][cH:7][cH:8]1. Yields the product COc1cccnc1NC(=O)c1cccc(S(=O)(=O)N2CCCC(C(N)=O)C2)c1. The reactants are COc1cccnc1NC(=O)c1cccc(S(=O)(=O)N2CCCC(C(=O)O)C2)c1, CCN=C=NCCCN(C)C, CCN(C(C)C)C(C)C, [Cl-], Cl, [NH4+], CN(C)C=O, O, O, On1nnc2ccccc21.